From a dataset of the Open Reaction Database (ORD), a public repository of structured organic reaction records. describe an organic reaction: reactants, conditions, products, and yield Reactants: C(C)(C)(C)OC(=O)NCCN(C(CC)CC)CC=1C=C(C(=O)NC=2SC3=C(C2C(=O)NC2=CC=C(C=C2)CCC2=CC=C(C(=O)OC)C=C2)CCCC3)C=CC1 (methyl 4-(2-{4-[({2-[(3-{[{2-[(tert-butoxycarbonyl)amino]ethyl}(pentan-3-yl)amino]methyl}benzoyl)amino]-4,5,6,7-tetrahydro-1-benzothiophen-3-yl}carbonyl)amino]phenyl}ethyl)benzoate), C(=O)(C(F)(F)F)O (TFA). Solvent: C(Cl)Cl (methylene chloride). Conditions: time 1 hour. Yields the product NCCN(C(CC)CC)CC=1C=C(C(=O)NC=2SC3=C(C2C(=O)NC2=CC=C(C=C2)CCC2=CC=C(C(=O)OC)C=C2)CCCC3)C=CC1 (methyl 4-(2-{4-[({2-[(3-{[(2-aminoethyl)(pentan-3-yl)amino]methyl}benzoyl)amino]-4,5,6,7-tetrahydro-1-benzothiophen-3-yl}carbonyl)amino]phenyl}ethyl)benzoate). Isolated yield 100.4%. As a reaction SMILES: C(OC([NH:8][CH2:9][CH2:10][N:11]([CH2:17][C:18]1[CH:19]=[C:20]([CH:54]=[CH:55][CH:56]=1)[C:21]([NH:23][C:24]1[S:25][C:26]2[CH2:53][CH2:52][CH2:51][CH2:50][C:27]=2[C:28]=1[C:29]([NH:31][C:32]1[CH:37]=[CH:36][C:35]([CH2:38][CH2:39][C:40]2[CH:49]=[CH:48][C:43]([C:44]([O:46][CH3:47])=[O:45])=[CH:42][CH:41]=2)=[CH:34][CH:33]=1)=[O:30])=[O:22])[CH:12]([CH2:15][CH3:16])[CH2:13][CH3:14])=O)(C)(C)C.C(O)(C(F)(F)F)=O>C(Cl)Cl>[NH2:8][CH2:9][CH2:10][N:11]([CH2:17][C:18]1[CH:19]=[C:20]([CH:54]=[CH:55][CH:56]=1)[C:21]([NH:23][C:24]1[S:25][C:26]2[CH2:53][CH2:52][CH2:51][CH2:50][C:27]=2[C:28]=1[C:29]([NH:31][C:32]1[CH:37]=[CH:36][C:35]([CH2:38][CH2:39][C:40]2[CH:49]=[CH:48][C:43]([C:44]([O:46][CH3:47])=[O:45])=[CH:42][CH:41]=2)=[CH:34][CH:33]=1)=[O:30])=[O:22])[CH:12]([CH2:13][CH3:14])[CH2:15][CH3:16]. Reported procedure: To a mixture of 240 mg of methyl 4-(2-{4-[({2-[(3-{[{2-[(tert-butoxycarbonyl)amino]ethyl}(pentan-3-yl)amino]methyl}benzoyl)amino]-4,5,6,7-tetrahydro-1-benzothiophen-3-yl}carbonyl)amino]phenyl}ethyl)benzoate and 5.0 mL of methylene chloride was added 3.0 mL of TFA under ice cooling, followed by stirring for 1 hour at the same temperature and then stirring for 5 hours at room temperature. The reaction mixture was concentrated under reduced pressure, chloroform and a saturated aqueous sodium hydrog...